Task: describe an organic reaction: reactants, conditions, products, and yield. Dataset: the Open Reaction Database (ORD), a public repository of structured organic reaction records Reactants: C(=O)(OCC1=CC=CC=C1)N1CC(N(CC1)C1=C(C=C(C=C1)Cl)[N+](=O)[O-])C(=O)O (4-carbobenzyloxy-l-(4-chloro-2-nitrophenyl)piperazine-2-carboxylic acid), Cl (HCl). The reagents and catalysts are [Fe] (iron). Run in C(C)(=O)O (acetic acid). Run at temperature 60 celsius. The product is ClC1=CC=C2NC(C3N(C2=C1)CCN(C3)C(=O)OCC3=CC=CC=C3)=O (9-chloro-3-carbobenzyloxy-2,3,4,4a-tetrahydro-1H-pyrazino[1,2-a]-quinoxalin-5(6H)-one). The yield is 37.0%. RXN SMILES: [C:1]([N:11]1[CH2:16][CH2:15][N:14]([C:17]2[CH:22]=[CH:21][C:20](Cl)=[CH:19][C:18]=2[N+:24]([O-])=O)[CH:13]([C:27](O)=[O:28])[CH2:12]1)([O:3][CH2:4][C:5]1[CH:10]=[CH:9][CH:8]=[CH:7][CH:6]=1)=[O:2].[ClH:30]>C(O)(=O)C.[Fe]>[Cl:30][C:21]1[CH:22]=[C:17]2[C:18]([NH:24][C:27](=[O:28])[CH:13]3[CH2:12][N:11]([C:1]([O:3][CH2:4][C:5]4[CH:10]=[CH:9][CH:8]=[CH:7][CH:6]=4)=[O:2])[CH2:16][CH2:15][N:14]32)=[CH:19][CH:20]=1. Procedure: To a solution of the above residue 4-carbobenzyloxy-l-(4-chloro-2-nitrophenyl)piperazine-2-carboxylic acid in 200 ml glacial acetic acid warmed to 60° C. was added iron powder (14 g) in portions. The reaction was heated at 60° C. for 3 h. The reaction was cooled to rt and 1N HCl was added. The resulting precipitate was filtered and dried. The crude material was dissolved in methylene chloride and passed through a plug of celite. The filtrate was concentrated to a dark red residue. This was purif... The reactants are IC1=CC=2N(C=C1)C(=NN2)C2=CC=C(C=C2)N2C(OC([C@@H]2C2=CC=CC=C2)(C)C)=O ((S)-3-(4-(7-iodo-[1,2,4]triazolo[4,3-a]pyridin-3-yl)phenyl)-5,5-dimethyl-4-phenyloxazolidin-2-one), C(#N)[Zn]C#N (dicyanozinc). The reagents and catalysts are C=1C=CC(=CC1)[P](C=2C=CC=CC2)(C=3C=CC=CC3)[Pd]([P](C=4C=CC=CC4)(C=5C=CC=CC5)C=6C=CC=CC6)([P](C=7C=CC=CC7)(C=8C=CC=CC8)C=9C=CC=CC9)[P](C=1C=CC=CC1)(C=1C=CC=CC1)C=1C=CC=CC1 (Pd(Ph3P)4). The solvent is CN(C)C=O (DMF). Reaction conditions: temperature 85 celsius. The product is CC1([C@@H](N(C(O1)=O)C1=CC=C(C=C1)C1=NN=C2N1C=CC(=C2)C#N)C2=CC=CC=C2)C ((S)-3-(4-(5,5-dimethyl-2-oxo-4-phenyloxazolidin-3-yl)phenyl)-[1,2,4]triazolo[4,3-a]pyridine-7-carbonitrile). The yield is 35.6%. Reaction SMILES: I[C:2]1[CH:7]=[CH:6][N:5]2[C:8]([C:11]3[CH:16]=[CH:15][C:14]([N:17]4[C@@H:21]([C:22]5[CH:27]=[CH:26][CH:25]=[CH:24][CH:23]=5)[C:20]([CH3:29])([CH3:28])[O:19][C:18]4=[O:30])=[CH:13][CH:12]=3)=[N:9][N:10]=[C:4]2[CH:3]=1.[C:31]([Zn]C#N)#[N:32]>CN(C=O)C.C1C=CC([P]([Pd]([P](C2C=CC=CC=2)(C2C=CC=CC=2)C2C=CC=CC=2)([P](C2C=CC=CC=2)(C2C=CC=CC=2)C2C=CC=CC=2)[P](C2C=CC=CC=2)(C2C=CC=CC=2)C2C=CC=CC=2)(C2C=CC=CC=2)C2C=CC=CC=2)=CC=1>[CH3:29][C:20]1([CH3:28])[O:19][C:18](=[O:30])[N:17]([C:14]2[CH:13]=[CH:12][C:11]([C:8]3[N:5]4[CH:6]=[CH:7][C:2]([C:31]#[N:32])=[CH:3][C:4]4=[N:10][N:9]=3)=[CH:16][CH:15]=2)[C@H:21]1[C:22]1[CH:23]=[CH:24][CH:25]=[CH:26][CH:27]=1 |^1:44,46,65,84|. Procedure details: To a 2 mL sealable tube were added (S)-3-(4-(7-iodo-[1,2,4]triazolo[4,3-a]pyridin-3-yl)phenyl)-5,5-dimethyl-4-phenyloxazolidin-2-one (70 mg, 0.137 mmol), dicyanozinc (16.11 mg, 0.137 mmol, commercially available from Sigma-Aldrich, Milwaukee, Wis.) and Pd(Ph3P)4 (15.85 mg, 0.014 mmol, commercially available from Sigma-Aldrich, Milwaukee, Wis.) in DMF (457 μL). The mixture was purged with nitrogen for 5 minutes and then the tube was sealed. The vessel was heated to 85° C. in a microwave oven for ... The product is CCOC(=O)N1CCC(C(OC)c2ccc(C(F)(F)F)cc2CN(Cc2cc(C(F)(F)F)cc(C(F)(F)F)c2)c2nnn(C)n2)CC1. As a reaction SMILES: [CH2:67]([Cl:68])[Cl:69].[CH3:1][O:2][CH:3]([c:4]1[c:5]([CH2:6][N:7]([c:8]2[n:9][n:10][n:11]([CH3:13])[n:12]2)[CH2:14][c:15]2[cH:16][c:17]([C:25]([F:26])([F:27])[F:28])[cH:18][c:19]([C:21]([F:22])([F:23])[F:24])[cH:20]2)[cH:29][c:30]([C:33]([F:34])([F:35])[F:36])[cH:31][cH:32]1)[CH:37]1[CH2:38][CH2:39][NH:40][CH2:41][CH2:42]1.[CH3:56][c:57]1[cH:58][cH:59][cH:60][cH:61][cH:62]1.[CH3:64][CH2:65][OH:66].[CH:43]([N:44]([CH2:45][CH3:46])[CH:47]([CH3:48])[CH3:49])([CH3:50])[CH3:51].[Cl:52][C:53]([Cl:54])=[O:55].[NH3:63]>>[CH3:1][O:2][CH:3]([c:4]1[c:5]([CH2:6][N:7]([c:8]2[n:9][n:10][n:11]([CH3:13])[n:12]2)[CH2:14][c:15]2[cH:16][c:17]([C:25]([F:26])([F:27])[F:28])[cH:18][c:19]([C:21]([F:22])([F:23])[F:24])[cH:20]2)[cH:29][c:30]([C:33]([F:34])([F:35])[F:36])[cH:31][cH:32]1)[CH:37]1[CH2:38][CH2:39][N:40]([C:53](=[O:55])[O:66][CH2:65][CH3:64])[CH2:41][CH2:42]1. Reactants: ClCCl, COC(c1ccc(C(F)(F)F)cc1CN(Cc1cc(C(F)(F)F)cc(C(F)(F)F)c1)c1nnn(C)n1)C1CCNCC1, Cc1ccccc1, CCO, CCN(C(C)C)C(C)C, O=C(Cl)Cl, N. The reactants are Cc1ccccc1, ClCCl, CC(Cc1cccc(CO)c1)NC(=O)OC(C)(C)C, O=C(O)C(F)(F)F. Product: CC(N)Cc1cccc(CO)c1. As a reaction SMILES: [CH3:27][c:28]1[cH:29][cH:30][cH:31][cH:32][cH:33]1.[Cl:34][CH2:35][Cl:36].[OH:1][CH2:2][c:3]1[cH:4][c:5]([CH2:9][CH:10]([CH3:11])[NH:12][C:13](=[O:14])[O:15][C:16]([CH3:17])([CH3:18])[CH3:19])[cH:6][cH:7][cH:8]1.[OH:20][C:21]([C:22]([F:23])([F:24])[F:25])=[O:26]>>[OH:1][CH2:2][c:3]1[cH:4][c:5]([CH2:9][CH:10]([CH3:11])[NH2:12])[cH:6][cH:7][cH:8]1. Reactants: ClCCl, N#Cc1nc(CCCO)cc(-c2cccc(C(F)(F)F)c2)n1. The product is N#Cc1nc(CCC=O)cc(-c2cccc(C(F)(F)F)c2)n1. Reaction SMILES: [Cl:23][CH2:24][Cl:25].[OH:1][CH2:2][CH2:3][CH2:4][c:5]1[n:6][c:7]([C:21]#[N:22])[n:8][c:9](-[c:11]2[cH:12][c:13]([C:17]([F:18])([F:19])[F:20])[cH:14][cH:15][cH:16]2)[cH:10]1>>[O:1]=[CH:2][CH2:3][CH2:4][c:5]1[n:6][c:7]([C:21]#[N:22])[n:8][c:9](-[c:11]2[cH:12][c:13]([C:17]([F:18])([F:19])[F:20])[cH:14][cH:15][cH:16]2)[cH:10]1. Reactants: [BH4-], CCOC(=O)c1ncn2c1CN(C)C(=O)c1c(Cl)cccc1-2, Cl, [Li+], C1CCOC1. The product is CN1Cc2c(CO)ncn2-c2cccc(Cl)c2C1=O. RXN SMILES: [BH4-:1].[Cl:3][c:4]1[cH:5][cH:6][cH:7][c:8]2[c:9]1[C:10](=[O:24])[N:11]([CH3:23])[CH2:12][c:13]1[n:14]-2[cH:15][n:16][c:17]1[C:18](=[O:19])[O:20][CH2:21][CH3:22].[ClH:25].[Li+:2].[O:26]1[CH2:27][CH2:28][CH2:29][CH2:30]1>>[Cl:3][c:4]1[cH:5][cH:6][cH:7][c:8]2[c:9]1[C:10](=[O:24])[N:11]([CH3:23])[CH2:12][c:13]1[n:14]-2[cH:15][n:16][c:17]1[CH2:18][OH:19]. Starting materials: [BH4-], CCO, [Cl-], CCOC(=O)C1CN(c2cc(C)nc3c2c(C)c(C)n3-c2ccc(Cl)cc2Cl)CCC1=O, [NH4+], [Na+]. The product is CCOC(=O)C1CN(c2cc(C)nc3c2c(C)c(C)n3-c2ccc(Cl)cc2Cl)CCC1O. As a reaction SMILES: [BH4-:33].[CH3:37][CH2:38][OH:39].[Cl-:35].[Cl:1][c:2]1[c:3](-[n:9]2[c:10]([CH3:32])[c:11]([CH3:31])[c:12]3[c:13]2[n:14][c:15]([CH3:30])[cH:16][c:17]3[N:18]2[CH2:19][CH:20]([C:25](=[O:26])[O:27][CH2:28][CH3:29])[C:21](=[O:24])[CH2:22][CH2:23]2)[cH:4][cH:5][c:6]([Cl:8])[cH:7]1.[NH4+:36].[Na+:34]>>[Cl:1][c:2]1[c:3](-[n:9]2[c:10]([CH3:32])[c:11]([CH3:31])[c:12]3[c:13]2[n:14][c:15]([CH3:30])[cH:16][c:17]3[N:18]2[CH2:19][CH:20]([C:25](=[O:26])[O:27][CH2:28][CH3:29])[CH:21]([OH:24])[CH2:22][CH2:23]2)[cH:4][cH:5][c:6]([Cl:8])[cH:7]1. The reactants are C(C)(C)(C)OC(=O)NC=1SC=C(N1)/C(/C(=O)N[C@H]1[C@H](NC1=O)CN1N=CC(=N1)C=O)=N/OC1(CC1)C(=O)OC(C1=CC=CC=C1)C1=CC=CC=C1 (benzhydryl 1-(((Z)-(1-(2-((tert-butoxycarbonyl)amino)thiazol-4-yl)-2-(((2R,3S)-2-((4-formyl-2H-1,2,3-triazol-2-yl)methyl)-4-oxoazetidin-3-yl)amino)-2-oxoethylidene)amino)oxy)cyclopropanecarboxylate), NCC1CN(C1)C(=O)OC(C)(C)C (tert-butyl 3-(aminomethyl)azetidine-1-carboxylate), C(C)(=O)O[BH-](OC(C)=O)OC(C)=O.[Na+] (sodium triacetoxyborohydride), CN(C)C=O (DMF). Run in ClCCCl (DCE). Run at time 3 hour. Product: C(C1=CC=CC=C1)(C1=CC=CC=C1)OC(=O)C1(CC1)O\N=C(/C(=O)N[C@H]1[C@H](NC1=O)CN1N=CC(=N1)CNCC1CN(C1)C(=O)OC(C)(C)C)\C=1N=C(SC1)NC(=O)OC(C)(C)C (Tert-butyl 3-((((2-(((2R,3S)-3-((Z)-2-((1-((benzhydryloxy)carbonyl)cyclopropoxy)imino)-2-(2-((tert-butoxycarbonyl)amino)thiazol-4-yl)acetamido)-4-oxoazetidin-2-yl)methyl)-2H-1,2,3-triazol-4-yl)methyl)amino)methyl)azetidine-1-carboxylate). As a reaction SMILES: [C:1]([O:5][C:6]([NH:8][C:9]1[S:10][CH:11]=[C:12](/[C:14](=[N:31]/[O:32][C:33]2([C:36]([O:38][CH:39]([C:46]3[CH:51]=[CH:50][CH:49]=[CH:48][CH:47]=3)[C:40]3[CH:45]=[CH:44][CH:43]=[CH:42][CH:41]=3)=[O:37])[CH2:35][CH2:34]2)/[C:15]([NH:17][C@@H:18]2[C:21](=[O:22])[NH:20][C@@H:19]2[CH2:23][N:24]2[N:28]=[C:27]([CH:29]=O)[CH:26]=[N:25]2)=[O:16])[N:13]=1)=[O:7])([CH3:4])([CH3:3])[CH3:2].[NH2:52][CH2:53][CH:54]1[CH2:57][N:56]([C:58]([O:60][C:61]([CH3:64])([CH3:63])[CH3:62])=[O:59])[CH2:55]1.C(O[BH-](OC(=O)C)OC(=O)C)(=O)C.[Na+].CN(C=O)C>ClCCCl>[CH:39]([O:38][C:36]([C:33]1([O:32]/[N:31]=[C:14](/[C:12]2[N:13]=[C:9]([NH:8][C:6]([O:5][C:1]([CH3:4])([CH3:3])[CH3:2])=[O:7])[S:10][CH:11]=2)\[C:15]([NH:17][C@@H:18]2[C:21](=[O:22])[NH:20][C@@H:19]2[CH2:23][N:24]2[N:28]=[C:27]([CH2:29][NH:52][CH2:53][CH:54]3[CH2:57][N:56]([C:58]([O:60][C:61]([CH3:64])([CH3:63])[CH3:62])=[O:59])[CH2:55]3)[CH:26]=[N:25]2)=[O:16])[CH2:35][CH2:34]1)=[O:37])([C:46]1[CH:47]=[CH:48][CH:49]=[CH:50][CH:51]=1)[C:40]1[CH:41]=[CH:42][CH:43]=[CH:44][CH:45]=1 |f:2.3|. Procedure: To a solution of benzhydryl 1-(((Z)-(1-(2-((tert-butoxycarbonyl)amino)thiazol-4-yl)-2-(((2R,3S)-2-((4-formyl-2H-1,2,3-triazol-2-yl)methyl)-4-oxoazetidin-3-yl)amino)-2-oxoethylidene)amino)oxy)cyclopropanecarboxylate (150 mg, 0.21 mmol) in DCE (4 ml) at 0° C. was added tert-butyl 3-(aminomethyl)azetidine-1-carboxylate (78 mg, 0.420 mmol), sodium triacetoxyborohydride (66.7 mg, 0.315 mmol), and DMF (0.4 mL). After stirring at rt for 3 h, the reaction mixture was quenched with saturated NaHCO3 (aq) ... Reactants: ClCCl, OCCCc1ccncc1. Yields the product O=CCCc1ccncc1. Reaction SMILES: [Cl:11][CH2:12][Cl:13].[n:1]1[cH:2][cH:3][c:4]([CH2:7][CH2:8][CH2:9][OH:10])[cH:5][cH:6]1>>[n:1]1[cH:2][cH:3][c:4]([CH2:7][CH2:8][CH:9]=[O:10])[cH:5][cH:6]1.